From a dataset of the Open Reaction Database (ORD), a public repository of structured organic reaction records. describe an organic reaction: reactants, conditions, products, and yield The product is NC1CCCCn2c1nc(-c1ccncn1)c(Br)c2=O. The reactants are Br, CCOC(=O)NC1CCCCn2c1nc(-c1ccncn1)c(Br)c2=O, CC(=O)O. Reaction SMILES: [BrH:26].[CH2:1]([O:2][C:3](=[O:4])[NH:5][CH:6]1[c:7]2[n:8]([c:13](=[O:24])[c:14]([Br:23])[c:15](-[c:17]3[n:18][cH:19][n:20][cH:21][cH:22]3)[n:16]2)[CH2:9][CH2:10][CH2:11][CH2:12]1)[CH3:25].[CH3:27][C:28](=[O:29])[OH:30]>>[NH2:5][CH:6]1[c:7]2[n:8]([c:13](=[O:24])[c:14]([Br:23])[c:15](-[c:17]3[n:18][cH:19][n:20][cH:21][cH:22]3)[n:16]2)[CH2:9][CH2:10][CH2:11][CH2:12]1. Reactants: O=C([O-])[O-], COC(=O)Cc1c(C)nc(Cl)nc1Cl, CN(C)C=O, [K+], [K+], Oc1cccc(-c2ccccc2)c1. Yields the product COC(=O)Cc1c(C)nc(Cl)nc1Oc1cccc(-c2ccccc2)c1. RXN SMILES: [C:28](=[O:29])([O-:30])[O-:31].[CH3:1][c:2]1[c:3]([CH2:10][C:11](=[O:12])[O:13][CH3:14])[c:4]([Cl:9])[n:5][c:6]([Cl:8])[n:7]1.[CH3:34][N:35]([CH3:36])[CH:37]=[O:38].[K+:32].[K+:33].[OH:15][c:16]1[cH:17][c:18](-[c:22]2[cH:23][cH:24][cH:25][cH:26][cH:27]2)[cH:19][cH:20][cH:21]1>>[CH3:1][c:2]1[c:3]([CH2:10][C:11](=[O:12])[O:13][CH3:14])[c:4]([O:15][c:16]2[cH:17][c:18](-[c:22]3[cH:23][cH:24][cH:25][cH:26][cH:27]3)[cH:19][cH:20][cH:21]2)[n:5][c:6]([Cl:8])[n:7]1. Reactants: N1N=CN=C1 (1,2,4-Triazole), C([O-])([O-])=O.[K+].[K+] (potassium carbonate), ClC1=C(COC2=C(C=CC=C2)C(=C)CBr)C=CC(=C1)Cl (2-[2-(2,4-dichlorobenzyloxy)phenyl]-3-bromo-1-propene). Run in CN(C=O)C (dimethylformamide), CN(C=O)C (dimethylformamide). Reaction conditions: time 8 hour. The product is ClC1=C(COC2=C(C=CC=C2)C(=C)CN2N=CN=C2)C=CC(=C1)Cl (2-[2-(2,4-Dichlorobenzyloxy)phenyl]-3-(1,2,4-triazol-1-yl)-1-propene). The yield is 71.3%. RXN SMILES: [NH:1]1[CH:5]=[N:4][CH:3]=[N:2]1.C(=O)([O-])[O-].[K+].[K+].[Cl:12][C:13]1[CH:30]=[C:29]([Cl:31])[CH:28]=[CH:27][C:14]=1[CH2:15][O:16][C:17]1[CH:22]=[CH:21][CH:20]=[CH:19][C:18]=1[C:23]([CH2:25]Br)=[CH2:24]>CN(C)C=O>[Cl:12][C:13]1[CH:30]=[C:29]([Cl:31])[CH:28]=[CH:27][C:14]=1[CH2:15][O:16][C:17]1[CH:22]=[CH:21][CH:20]=[CH:19][C:18]=1[C:23]([CH2:25][N:1]1[CH:5]=[N:4][CH:3]=[N:2]1)=[CH2:24] |f:1.2.3|. Procedure details: 1,2,4-Triazole (59 mg, 0.854 mmole) and potassium carbonate (129 mg, 0.933 mmole) were suspended in dimethylformamide (1 ml) and a solution of 2-[2-(2,4-dichlorobenzyloxy)phenyl]-3-bromo-1-propene (290 mg, 0.779 mmole) in dimethylformamide (2 ml) was added dropwise to the suspension. Then, after stirring overnight at room temperature, the reaction mixture was worked up according to the same manner as in Example 25 to obtain the title compound (0.20 g, 71.2%). By comparing 1H-NMR and Rf value of ... Starting materials: CCc1nn(CCO)c(CC)c1Sc1cc(Br)cc(Br)c1, CC(C)(C)[Si](C)(C)Cl, CN(C)C=O, c1c[nH]cn1. Product: CCc1nn(CCO[Si](C)(C)C(C)(C)C)c(CC)c1Sc1cc(Br)cc(Br)c1. Reaction SMILES: [Br:1][c:2]1[cH:3][c:4]([S:9][c:10]2[c:11]([CH2:20][CH3:21])[n:12][n:13]([CH2:17][CH2:18][OH:19])[c:14]2[CH2:15][CH3:16])[cH:5][c:6]([Br:8])[cH:7]1.[C:27]([CH3:28])([CH3:29])([CH3:30])[Si:31]([CH3:32])([CH3:33])[Cl:34].[CH3:35][N:36]([CH3:37])[CH:38]=[O:39].[nH:22]1[cH:23][cH:24][n:25][cH:26]1>>[Br:1][c:2]1[cH:3][c:4]([S:9][c:10]2[c:11]([CH2:20][CH3:21])[n:12][n:13]([CH2:17][CH2:18][O:19][Si:31]([C:27]([CH3:28])([CH3:29])[CH3:30])([CH3:32])[CH3:33])[c:14]2[CH2:15][CH3:16])[cH:5][c:6]([Br:8])[cH:7]1. The solvent is CN(C=O)C (N,N-dimethylformamide). Conditions: time 1 hour. Yield: 81.4%. The reagents and catalysts are CN(C)C1=CC=NC=C1 (N,N-dimethyl-4-aminopyridine), [Zn] (zinc). Yields the product ClC=1C=C(C=C(C1OCCCCOCC=C(C#N)Cl)Cl)OCC=C(Cl)Cl (3,5-dichloro-1-(3,3-dichloro-2-propenyloxy)-4-(4-(3-chloro-3-cyano-2-propenyloxy)butyloxy)benzene). Reactants: ClC=1C=C(C=C(C1OCCCCOCC(C(Cl)(Cl)C#N)O)Cl)OCC=C(Cl)Cl (3,5-dichloro-1-(3,3-dichloro-2-propenyloxy)-4-(4-(3-cyano-3,3-dichloro-2-hydroxypropyloxy)butyloxy)benzene), N1=CC=CC=C1 (pyridine), C(C)(=O)OC(C)=O (acetic anhydride), Cl (hydrochloric acid), crude product. Procedure: A mixture of 0.26 g of 3,5-dichloro-1-(3,3-dichloro-2-propenyloxy)-4-(4-(3-cyano-3,3-dichloro-2-hydroxypropyloxy)butyloxy)benzene, 0.079 g of pyridine, 0.077 g of acetic anhydride, 10 mg of N,N-dimethyl-4-aminopyridine and 10 ml of N,N-dimethylformamide was stirred at room temperature for 30 minutes, to which 0.065 g of zinc dust was added. The reaction mixture was further stirred at room temperature for 1 hour, poured into 20 ml of diluted hydrochloric acid and extracted twice with diethyl ethe... Reaction SMILES: [Cl:1][C:2]1[CH:3]=[C:4]([O:23][CH2:24][CH:25]=[C:26]([Cl:28])[Cl:27])[CH:5]=[C:6]([Cl:22])[C:7]=1[O:8][CH2:9][CH2:10][CH2:11][CH2:12][O:13][CH2:14][CH:15](O)[C:16]([C:19]#[N:20])(Cl)[Cl:17].N1C=CC=CC=1.C(OC(=O)C)(=O)C.Cl>CN(C1C=CN=CC=1)C.[Zn].CN(C)C=O>[Cl:1][C:2]1[CH:3]=[C:4]([O:23][CH2:24][CH:25]=[C:26]([Cl:28])[Cl:27])[CH:5]=[C:6]([Cl:22])[C:7]=1[O:8][CH2:9][CH2:10][CH2:11][CH2:12][O:13][CH2:14][CH:15]=[C:16]([Cl:17])[C:19]#[N:20]. Reactants: C, CCOC(C)=O, O=C1OCCCC=CCCCOC(=O)C2CCCN2C(=O)CCCCC(=O)N2CCCC12, [Pd]. Yields the product O=C1OCCCCCCCCOC(=O)C2CCCN2C(=O)CCCCC(=O)N2CCCC12. Reaction SMILES: [C:33].[CH2:35]([O:36][C:37](=[O:38])[CH3:39])[CH3:40].[N:1]12[C:2](=[O:32])[CH2:3][CH2:4][CH2:5][CH2:6][C:7](=[O:31])[N:8]3[CH2:9][CH2:10][CH2:11][CH:12]3[C:13](=[O:30])[O:14][CH2:15][CH2:16][CH2:17][CH:18]=[CH:19][CH2:20][CH2:21][CH2:22][O:23][C:24](=[O:29])[CH:25]1[CH2:26][CH2:27][CH2:28]2.[Pd:34]>>[N:1]12[C:2](=[O:32])[CH2:3][CH2:4][CH2:5][CH2:6][C:7](=[O:31])[N:8]3[CH2:9][CH2:10][CH2:11][CH:12]3[C:13](=[O:30])[O:14][CH2:15][CH2:16][CH2:17][CH2:18][CH2:19][CH2:20][CH2:21][CH2:22][O:23][C:24](=[O:29])[CH:25]1[CH2:26][CH2:27][CH2:28]2.